This data is from the Open Reaction Database (ORD), a public repository of structured organic reaction records. The task is: describe an organic reaction: reactants, conditions, products, and yield Starting materials: example 108 ( i ), [N+](=O)([O-])C1=C(C=CC=C1[N+](=O)[O-])O (2,3-dinitro-phenol), BrCCO[Si](C)(C)C(C)(C)C ((2-Bromo-ethoxy)-tert-butyl-dimethyl-silane). Product: C(C)(C)(C)[Si](C)(C)OCCOC1=C(C(=CC=C1)[N+](=O)[O-])[N+](=O)[O-] (tert-Butyl-[2-(2,3-dinitro-phenoxy)-ethoxy]-dimethyl-silane). Reaction SMILES: [N+:1]([C:4]1[C:9]([N+:10]([O-:12])=[O:11])=[CH:8][CH:7]=[CH:6][C:5]=1[OH:13])([O-:3])=[O:2].Br[CH2:15][CH2:16][O:17][Si:18]([C:21]([CH3:24])([CH3:23])[CH3:22])([CH3:20])[CH3:19]>>[C:21]([Si:18]([O:17][CH2:16][CH2:15][O:13][C:5]1[CH:6]=[CH:7][CH:8]=[C:9]([N+:10]([O-:12])=[O:11])[C:4]=1[N+:1]([O-:3])=[O:2])([CH3:20])[CH3:19])([CH3:24])([CH3:23])[CH3:22]. Reported procedure: tert-Butyl-[2-(2,3-dinitro-phenoxy)-ethoxy]-dimethyl-silane was prepared by a procedure according to example 108 (i) starting from 500 mg (2.72 mmol) 2,3-dinitro-phenol and 1.00 g (4.18 mmol) (2-Bromo-ethoxy)-tert-butyl-dimethyl-silane. Reactants: Clc1c2c(nc3ccnn13)CCCCC2, O=P(Cl)(Cl)Cl. Product: Clc1c2c(nc3ccnn13)CCCC2. As a reaction SMILES: [Cl:1][c:2]1[n:3]2[n:4][cH:5][cH:6][c:7]2[n:8][c:9]2[c:10]1[CH2:11][CH2:12][CH2:13][CH2:14][CH2:15]2.[P:16]([Cl:17])([Cl:18])([Cl:19])=[O:20]>>[Cl:1][c:2]1[n:3]2[n:4][cH:5][cH:6][c:7]2[n:8][c:9]2[c:10]1[CH2:12][CH2:13][CH2:14][CH2:15]2.